This data is from the Open Reaction Database (ORD), a public repository of structured organic reaction records. The task is: describe an organic reaction: reactants, conditions, products, and yield Starting materials: CC(=O)Oc2ccc1cc(c3ccc(OC)cc3)ccc1c2 (substrate), c4(CCCC)ccc(B3OB(c1ccc(CCCC)cc1)OB(c2ccc(CCCC)cc2)O3)cc4 (effective_coupling_partner). Reagents/catalysts: PCy3. Run at temperature 110 celsius, time 12 hour. The product is COc4ccc(c3ccc2cc(c1ccc(CCCC)cc1)ccc2c3)cc4. The reactants are BrC1=NC(=CC=C1)Br (2,6-dibromopyridine), [H-].[Na+] (sodium hydride), C1(=CC=CC=C1)O (phenol). Run in CN(C=O)C (dimethylformamide), CN(C=O)C (dimethylformamide). The product is BrC1=NC(=CC=C1)OC1=CC=CC=C1 (2-Bromo-6-phenoxypyridine). The yield is 79.0%. Reaction SMILES: [H-].[Na+].[C:3]1([OH:9])[CH:8]=[CH:7][CH:6]=[CH:5][CH:4]=1.[Br:10][C:11]1[CH:16]=[CH:15][CH:14]=[C:13](Br)[N:12]=1>CN(C)C=O>[Br:10][C:11]1[CH:16]=[CH:15][CH:14]=[C:13]([O:9][C:3]2[CH:8]=[CH:7][CH:6]=[CH:5][CH:4]=2)[N:12]=1 |f:0.1|. Reported procedure: To a solution of 6.5 g (0.135 mol) of 50% sodium hydride in 75 ml of dimethylformamide at 0° C. and under N2 was added a solution of 11.9 g (0.127 mol) of phenol in 75 ml of dimethylformamide. Once dropwise addition was complete, 30.0 g (0.127 mol) of 2,6-dibromopyridine was added in one portion and the mixture was heated at 60° to 65° C. for 18 hours. The mixture was then cooled and partitioned between ether and 1N aqueous NaOH. The ether extracts were washed two times with aqueous NaHCO3, drie... Reactants: O=C([O-])[O-], COC(C)(C)C, Cc1ccccc1-c1cc(I)ncc1C(=O)N(C)Cc1cc(C(F)(F)F)cc(C(F)(F)F)c1, [K+], [K+], N#Cc1cccc(O)c1, c1ccncc1. Yields the product Cc1ccccc1-c1cc(Oc2cccc(C#N)c2)ncc1C(=O)N(C)Cc1cc(C(F)(F)F)cc(C(F)(F)F)c1. Reaction SMILES: [C:43](=[O:44])([O-:45])[O-:46].[CH3:49][O:50][C:51]([CH3:52])([CH3:53])[CH3:54].[F:1][C:2]([c:3]1[cH:4][c:5]([CH2:6][N:7]([C:8]([c:9]2[cH:10][n:11][c:12]([I:22])[cH:13][c:14]2-[c:15]2[c:16]([CH3:21])[cH:17][cH:18][cH:19][cH:20]2)=[O:23])[CH3:24])[cH:25][c:26]([C:28]([F:29])([F:30])[F:31])[cH:27]1)([F:32])[F:33].[K+:47].[K+:48].[OH:34][c:35]1[cH:36][c:37]([C:38]#[N:39])[cH:40][cH:41][cH:42]1.[cH:55]1[cH:56][cH:57][n:58][cH:59][cH:60]1>>[F:1][C:2]([c:3]1[cH:4][c:5]([CH2:6][N:7]([C:8]([c:9]2[cH:10][n:11][c:12]([O:34][c:35]3[cH:36][c:37]([C:38]#[N:39])[cH:40][cH:41][cH:42]3)[cH:13][c:14]2-[c:15]2[c:16]([CH3:21])[cH:17][cH:18][cH:19][cH:20]2)=[O:23])[CH3:24])[cH:25][c:26]([C:28]([F:29])([F:30])[F:31])[cH:27]1)([F:32])[F:33].